From a dataset of the Open Reaction Database (ORD), a public repository of structured organic reaction records. describe an organic reaction: reactants, conditions, products, and yield The reactants are CC(=O)O, CC(C)=Cc1c(C)cccc1C(=O)NC1(C(=O)O)Cc2ccc(F)cc2C1. Yields the product Cc1cccc(C(=O)NC2(C(=O)O)Cc3ccc(F)cc3C2)c1CC(C)C. RXN SMILES: [CH3:28][C:29](=[O:30])[OH:31].[F:1][c:2]1[cH:3][c:4]2[c:8]([cH:9][cH:10]1)[CH2:7][C:6]([C:11](=[O:12])[OH:13])([NH:14][C:15]([c:16]1[c:17]([CH:23]=[C:24]([CH3:25])[CH3:26])[c:18]([CH3:22])[cH:19][cH:20][cH:21]1)=[O:27])[CH2:5]2>>[F:1][c:2]1[cH:3][c:4]2[c:8]([cH:9][cH:10]1)[CH2:7][C:6]([C:11](=[O:12])[OH:13])([NH:14][C:15]([c:16]1[c:17]([CH2:23][CH:24]([CH3:25])[CH3:26])[c:18]([CH3:22])[cH:19][cH:20][cH:21]1)=[O:27])[CH2:5]2. Starting materials: C(C)(=O)OC(C)=O (acetic anhydride), CN(C1=CC=C(C(=O)C=2C(=NC=CN2)C(=O)O)C=C1)C (3-[4-(dimethylamino)benzoyl]-2-pyrazinecarboxylic acid), CCCCCCCCC1=CC=C(C=C1)NC2=CC=C(C=C2)CCCCCCCC (4,4'-dioctyldiphenylamine). Yields the product CN(C1=CC=C(C=C1)C1(OC(C=2C1=NC=CN2)=O)N(C2=CC=C(C=C2)CCCCCCCC)C2=CC=C(C=C2)CCCCCCCC)C (7-[4-(dimethylamino)phenyl]-7-[bis(4-octylphenyl)amino]furo[3,4-b]pyrazine-5(7H)-one), rust. As a reaction SMILES: [CH3:1][N:2]([CH3:20])[C:3]1[CH:19]=[CH:18][C:6]([C:7]([C:9]2[C:10]([C:15]([OH:17])=O)=[N:11][CH:12]=[CH:13][N:14]=2)=[O:8])=[CH:5][CH:4]=1.[CH3:21][CH2:22][CH2:23][CH2:24][CH2:25][CH2:26][CH2:27][CH2:28][C:29]1[CH:34]=[CH:33][C:32]([NH:35][C:36]2[CH:41]=[CH:40][C:39]([CH2:42][CH2:43][CH2:44][CH2:45][CH2:46][CH2:47][CH2:48][CH3:49])=[CH:38][CH:37]=2)=[CH:31][CH:30]=1.C(OC(=O)C)(=O)C>>[CH3:20][N:2]([CH3:1])[C:3]1[CH:4]=[CH:5][C:6]([C:7]2([N:35]([C:36]3[CH:37]=[CH:38][C:39]([CH2:42][CH2:43][CH2:44][CH2:45][CH2:46][CH2:47][CH2:48][CH3:49])=[CH:40][CH:41]=3)[C:32]3[CH:31]=[CH:30][C:29]([CH2:28][CH2:27][CH2:26][CH2:25][CH2:24][CH2:23][CH2:22][CH3:21])=[CH:34][CH:33]=3)[C:9]3=[N:14][CH:13]=[CH:12][N:11]=[C:10]3[C:15](=[O:17])[O:8]2)=[CH:18][CH:19]=1. Procedure details: A mixture containing 0.7 g. of 3-[4-(dimethylamino)benzoyl]-2-pyrazinecarboxylic acid, 1.0 g. of 4,4'-dioctyldiphenylamine and 7 ml. of acetic anhydride was stirred and gently heated in a warm water bath for one hour. The product, 7-[4-(dimethylamino)phenyl]-7-[bis(4-octylphenyl)amino]furo[3,4-b]pyrazine-5(7H)-one was isolated by column chromtography as a rust-colored solid, m.p. 158°-168° C. A toluene solution of the product contacted with acidic clay or phenolic resin developed a reddish-brown... Starting materials: CCOC(O)C(F)(F)F, CCO, Cc1cc(Cl)c(NN)cc1SCC(F)(F)F, O, Cc1ccc(S(=O)(=O)O)cc1. The product is Cc1cc(Cl)c(NN=CC(F)(F)F)cc1SCC(F)(F)F. Reaction SMILES: [CH2:17]([O:18][CH:20]([OH:19])[C:21]([F:22])([F:23])[F:24])[CH3:25].[CH3:38][CH2:39][OH:40].[Cl:1][c:2]1[c:3]([NH:15][NH2:16])[cH:4][c:5]([S:9][CH2:10][C:11]([F:12])([F:13])[F:14])[c:6]([CH3:8])[cH:7]1.[OH2:26].[c:27]1([CH3:28])[cH:29][cH:30][c:31]([S:32]([OH:33])(=[O:34])=[O:35])[cH:36][cH:37]1>>[Cl:1][c:2]1[c:3]([NH:15][N:16]=[CH:20][C:21]([F:22])([F:23])[F:24])[cH:4][c:5]([S:9][CH2:10][C:11]([F:12])([F:13])[F:14])[c:6]([CH3:8])[cH:7]1.